describe an organic reaction: reactants, conditions, products, and yield From a dataset of the Open Reaction Database (ORD), a public repository of structured organic reaction records. Starting materials: C12(CC3CC(CC(C1)C3)C2)C=2C=C(C=CC2OC)C=2C=C3C=CC(=CC3=CC2)N2C(SC(C2=O)=C)=O (6-[3-(1-adamantyl)-4-methoxyphenyl]-naphthalen-2-yl-methylene-2,4-thiazolidinedione), BrC1=C2C=CC=C(C2=CC=C1)C=O (5-bromo-1-naphthaldehyde). Product: C12(CC3CC(CC(C1)C3)C2)C=2C=C(C=CC2OC)C2=C3C=CC=C(C3=CC=C2)C=O (5-[3-(1-adamantyl)-4-methoxyphenyl]-1-naphthaldehyde). Reaction SMILES: [C:1]12([C:11]3[CH:12]=[C:13](C4C=C5C(=CC=4)C=C(N4C(=O)C(=C)SC4=O)C=C5)[CH:14]=[CH:15][C:16]=3[O:17][CH3:18])[CH2:10][CH:5]3[CH2:6][CH:7]([CH2:9][CH:3]([CH2:4]3)[CH2:2]1)[CH2:8]2.Br[C:38]1[CH:47]=[CH:46][CH:45]=[C:44]2[C:39]=1[CH:40]=[CH:41][CH:42]=[C:43]2[CH:48]=[O:49]>>[C:1]12([C:11]3[CH:12]=[C:13]([C:38]4[CH:47]=[CH:46][CH:45]=[C:44]5[C:39]=4[CH:40]=[CH:41][CH:42]=[C:43]5[CH:48]=[O:49])[CH:14]=[CH:15][C:16]=3[O:17][CH3:18])[CH2:2][CH:3]3[CH2:4][CH:5]([CH2:6][CH:7]([CH2:9]3)[CH2:8]1)[CH2:10]2. Procedure details: The intermediate 5-[3-(1-adamantyl)-4-methoxyphenyl]-1-naphthaldehyde was prepared in a similar manner as described herein using 3-(1-adamantyl)-4-methoxyphenyl boronic acid (see Example 8) and 5-bromo-1-naphthaldehyde. Starting materials: C1(=CC=CC=C1)C=1N=CN(C1)CCCN (4-phenyl-1H-imidazole-1-propanamine), CC=1N(C=CN1)CCCN (2-methyl-1H-imidazole-1-propanamine), C(C)C=1N(C=CN1)CCCN (2-ethyl-1H-imidazole-1-propanamine), BrCCCCN1C(C=2C(C1=O)=CC=CC2)=O (N-(4-bromobutyl)phthalimide), N1C=NC=C1 (imidazole), CC=1N=CNC1 (4-methyl-1H-imidazole), desired intermediate. The product is CC=1N=CN(C1)CCCCN (4-Methyl-1H-imidazole-1-butanamine). Reaction SMILES: Br[CH2:2][CH2:3][CH2:4][CH2:5][N:6]1C(=O)C2=CC=CC=C2C1=O.[CH3:17][C:18]1[N:19]=[CH:20][NH:21][CH:22]=1.C1(C2N=CN(CCCN)C=2)C=CC=CC=1.CC1N(CCCN)C=CN=1.C(C1N(CCCN)C=CN=1)C.N1C=CN=C1>>[CH3:17][C:18]1[N:19]=[CH:20][N:21]([CH2:2][CH2:3][CH2:4][CH2:5][NH2:6])[CH:22]=1. Procedure: The procedure of Example 2 was repeated using N-(4-bromobutyl)phthalimide and 4-methyl-1H-imidazole giving the desired intermediate. Preparation of 4-phenyl-1H-imidazole-1-propanamine, 2-methyl-1H-imidazole-1-propanamine and 2-ethyl-1H-imidazole-1-propanamine was accomplished by the procedure of Example 4 using the appropriate imidazole starting materials.